This data is from the Open Reaction Database (ORD), a public repository of structured organic reaction records. The task is: describe an organic reaction: reactants, conditions, products, and yield Starting materials: C(C)(C)(C)OC(=O)N1CC(C=2C=NC(=CC21)C(C(C)C)O)(C)C (6-(1-hydroxy-2-methyl-propyl)-3,3-dimethyl-2,3-dihydro-pyrrolo[3,2-c]pyridine-1-carboxylic acid tert-butyl ester). The reagents and catalysts are [O-2].[Mn+4].[O-2] (manganese (IV) oxide). Run in C(Cl)Cl (DCM). Reaction conditions: temperature 20 celsius, time 18 hour. Yields the product C(C)(C)(C)OC(=O)N1CC(C=2C=NC(=CC21)C(C(C)C)=O)(C)C (6-Isobutyryl-3,3-dimethyl-2,3-dihydro-pyrrolo[3,2-c]pyridine-1-carboxylic acid tert-butyl ester). Yield: 82.4%. As a reaction SMILES: [C:1]([O:5][C:6]([N:8]1[C:16]2[CH:15]=[C:14]([CH:17]([OH:21])[CH:18]([CH3:20])[CH3:19])[N:13]=[CH:12][C:11]=2[C:10]([CH3:23])([CH3:22])[CH2:9]1)=[O:7])([CH3:4])([CH3:3])[CH3:2]>[O-2].[Mn+4].[O-2].C(Cl)Cl>[C:1]([O:5][C:6]([N:8]1[C:16]2[CH:15]=[C:14]([C:17](=[O:21])[CH:18]([CH3:19])[CH3:20])[N:13]=[CH:12][C:11]=2[C:10]([CH3:22])([CH3:23])[CH2:9]1)=[O:7])([CH3:4])([CH3:3])[CH3:2] |f:1.2.3|. Procedure: A mixture of 6-(1-hydroxy-2-methyl-propyl)-3,3-dimethyl-2,3-dihydro-pyrrolo[3,2-c]pyridine-1-carboxylic acid tert-butyl ester (0.366 g, 1.14 mmol), DCM (50 mL) and manganese (IV) oxide (9.6 g, 110 mmol) was stirred at 20° C. for 18 h, then solids were removed by filtration and the filtrate evaporated in vacuo to give a solid. Chromatography (SiO2; gradient elution with 0-40% EtOAc in 40-60 petroleum ether) gave the title compound (0.299 g) as a colourless solid. MS: [M+H]+=319. Starting materials: (+)-2-exo-hydroxy-1-methyl-7-oxabicyclo[2.2.1]heptane, CCOCC (ether), CC1=CCC(CC1)=O (4-methyl-3-cyclohexen-1-one), [BH4-].[Na+] (sodium borohydride). Yields the product C(C1=CC=CC=C1)OC1C2(CCC(C1)O2)C (Benzyloxy-1-methyl-7-oxabicyclo[2.2.1]heptane). RXN SMILES: [CH3:1][C:2]1[CH2:7][CH2:6][C:5](=[O:8])[CH2:4][CH:3]=1.[BH4-].[Na+].CC[O:13][CH2:14][CH3:15]>>[CH2:14]([O:13][CH:7]1[CH2:6][CH:5]2[O:8][C:2]1([CH3:1])[CH2:3][CH2:4]2)[C:15]1[CH:6]=[CH:7][CH:2]=[CH:3][CH:4]=1 |f:1.2|. Reported procedure: By procedures similar to those described in Embodiment 3, (+)-2-exo-hydroxy-1-methyl-7-oxabicyclo[2.2.1]heptane was prepared by treatment of 4-methyl-3-cyclohexen-1-one with sodium borohydride followed by epoxidation-cyclization and ether formation to yield the desired product, b.p. 100°-101° C. (0.2 mm). The reactants are CCOC(=O)C1CCCN(S(=O)(=O)c2ccc3c(c2)nc(C(C)(C)C)n3CC2CCC(F)(F)CC2)C1, [Na+], [OH-], O. The product is CC(C)(C)c1nc2cc(S(=O)(=O)N3CCCC(C(=O)O)C3)ccc2n1CC1CCC(F)(F)CC1. As a reaction SMILES: [C:3]([CH3:4])([CH3:5])([CH3:6])[c:7]1[n:8][c:9]2[c:10]([n:11]1[CH2:12][CH:13]1[CH2:14][CH2:15][C:16]([F:19])([F:20])[CH2:17][CH2:18]1)[cH:21][cH:22][c:23]([S:25](=[O:26])(=[O:27])[N:28]1[CH2:29][CH:30]([C:34](=[O:35])[O:36][CH2:37][CH3:38])[CH2:31][CH2:32][CH2:33]1)[cH:24]2.[Na+:2].[OH-:1].[OH2:39]>>[C:3]([CH3:4])([CH3:5])([CH3:6])[c:7]1[n:8][c:9]2[c:10]([n:11]1[CH2:12][CH:13]1[CH2:14][CH2:15][C:16]([F:19])([F:20])[CH2:17][CH2:18]1)[cH:21][cH:22][c:23]([S:25](=[O:26])(=[O:27])[N:28]1[CH2:29][CH:30]([C:34](=[O:35])[OH:36])[CH2:31][CH2:32][CH2:33]1)[cH:24]2.